From a dataset of the Open Reaction Database (ORD), a public repository of structured organic reaction records. describe an organic reaction: reactants, conditions, products, and yield Reactants: C(C)(=O)OC=1C=C(C=CC1OC(C)=O)S(=O)(=O)Cl (3,4-diacetoxy-benzenesulphonyl chloride), NCCO\N=C(/C(=O)OCC)\C=1N=C(SC1)NC(C1=CC=CC=C1)(C1=CC=CC=C1)C1=CC=CC=C1 (2-(tritylamino)-4-thiazoleglyoxylic acid ethyl ester (Z)-O-(2-aminoethyl) oxime), Cl (hydrochloric acid), [OH-].[Na+] (sodium hydroxide). Reagents/catalysts: CN(C1=CC=NC=C1)C (4-dimethylamino-pyridine). Solvent: CN(C=O)C (N,N-dimethylformamide), O (water). Conditions: temperature 20 celsius, time 3 hour. Yields the product OC=1C=C(C=CC1O)S(=O)(=O)NCCO\N=C(/C(=O)O)\C=1N=C(SC1)N (2-amino-4-thiazoleglyoxylic acid (Z)-O-[2-[(3,4-dihydroxyphenyl)sulphonamido]ethyl] oxime). RXN SMILES: C([O:4][C:5]1[CH:6]=[C:7]([S:15](Cl)(=[O:17])=[O:16])[CH:8]=[CH:9][C:10]=1[O:11]C(=O)C)(=O)C.[NH2:19][CH2:20][CH2:21][O:22]/[N:23]=[C:24](/[C:30]1[N:31]=[C:32]([NH:35]C(C2C=CC=CC=2)(C2C=CC=CC=2)C2C=CC=CC=2)[S:33][CH:34]=1)\[C:25]([O:27]CC)=[O:26].[OH-].[Na+].Cl>CN(C)C1C=CN=CC=1.CN(C)C=O.O>[OH:4][C:5]1[CH:6]=[C:7]([S:15]([NH:19][CH2:20][CH2:21][O:22]/[N:23]=[C:24](/[C:30]2[N:31]=[C:32]([NH2:35])[S:33][CH:34]=2)\[C:25]([OH:27])=[O:26])(=[O:16])=[O:17])[CH:8]=[CH:9][C:10]=1[OH:11] |f:2.3|. Procedure details: 1.17 g of 3,4-diacetoxy-benzenesulphonyl chloride were added to a solution of 6.0 g of 2-(tritylamino)-4-thiazoleglyoxylic acid ethyl ester (Z)-O-(2-aminoethyl) oxime and 0.49 g of 4-dimethylamino-pyridine in 50 ml of N,N-dimethylformamide. The reaction solution was stirred at 20° C. for 3 hours, 10 ml of 2N sodium hydroxide solution were then added, and the solution was stirred at 20° C. for an additional hour. Then, 20 ml of water were added and the pH of the reaction mixture was lowered to 3 ... Starting materials: stannous chloride, C(CCC)N1C(N(C2=C(C1=O)C(=NN2)NC)CC2=CC=C(C=C2)[N+](=O)[O-])=O (5-butyl-3-methylamino-7-(4-nitrobenzyl)pyrazolo[3,4-d]pyrimidine-4,6(5H,7H)-dione), Cl (hydrochloric acid). Run in C(C)O (ethanol), C(C)O (ethanol). Product: Cl.NC1=CC=C(CN2C(N(C(C3=C2NN=C3NC)=O)CCCC)=O)C=C1 (7-(4-aminobenzyl)-5-butyl-3-methylaminopyrazolo[3,4-d]pyrimidine-4,6(5H,7H)-dione hydrochloride). The yield is 46.0%. RXN SMILES: [CH2:1]([N:5]1[C:10](=[O:11])[C:9]2[C:12]([NH:15][CH3:16])=[N:13][NH:14][C:8]=2[N:7]([CH2:17][C:18]2[CH:23]=[CH:22][C:21]([N+:24]([O-])=O)=[CH:20][CH:19]=2)[C:6]1=[O:27])[CH2:2][CH2:3][CH3:4].[ClH:28]>C(O)C>[ClH:28].[NH2:24][C:21]1[CH:20]=[CH:19][C:18]([CH2:17][N:7]2[C:8]3[NH:14][N:13]=[C:12]([NH:15][CH3:16])[C:9]=3[C:10](=[O:11])[N:5]([CH2:1][CH2:2][CH2:3][CH3:4])[C:6]2=[O:27])=[CH:23][CH:22]=1 |f:3.4|. Procedure details: To a suspension of 5-butyl-3-methylamino-7-(4-nitrobenzyl)pyrazolo[3,4-d]pyrimidine-4,6(5H,7H)-dione (1 g, 2.6 mM) in concentrated hydrochloric acid (5 ml) and ethanol (2.5 ml) was added dropwise a solution of stannous chloride (3.75 g) in ethanol (5 ml) at room temperature with stirring. The mixture was stirred at room temperature for 24 hours and concentrated to dryness. The residue was crystallized from hot water to give yellow crystals (0.42 g, 46%), m.p. >310° C.